This data is from the Open Reaction Database (ORD), a public repository of structured organic reaction records. The task is: describe an organic reaction: reactants, conditions, products, and yield Starting materials: C1CCOC1, COc1ccc2cc(C(O)c3cn(C(c4ccccc4)(c4ccccc4)c4ccccc4)cn3)ccc2c1, CI, [H-], [H][H], [Na+], CN(C)C=O, O. Product: COc1ccc2cc(C(OC)c3cn(C(c4ccccc4)(c4ccccc4)c4ccccc4)cn3)ccc2c1. As a reaction SMILES: [CH2:51]1[O:52][CH2:53][CH2:54][CH2:55]1.[CH3:3][O:4][c:5]1[cH:6][c:7]2[cH:8][cH:9][c:10]([CH:15]([OH:16])[c:17]3[n:18][cH:19][n:20]([C:22]([c:23]4[cH:24][cH:25][cH:26][cH:27][cH:28]4)([c:29]4[cH:30][cH:31][cH:32][cH:33][cH:34]4)[c:35]4[cH:36][cH:37][cH:38][cH:39][cH:40]4)[cH:21]3)[cH:11][c:12]2[cH:13][cH:14]1.[CH3:43][I:44].[H-:1].[H:41][H:42].[Na+:2].[O:46]=[CH:47][N:48]([CH3:49])[CH3:50].[OH2:45]>>[CH3:3][O:4][c:5]1[cH:6][c:7]2[cH:8][cH:9][c:10]([CH:15]([O:16][CH3:43])[c:17]3[n:18][cH:19][n:20]([C:22]([c:23]4[cH:24][cH:25][cH:26][cH:27][cH:28]4)([c:29]4[cH:30][cH:31][cH:32][cH:33][cH:34]4)[c:35]4[cH:36][cH:37][cH:38][cH:39][cH:40]4)[cH:21]3)[cH:11][c:12]2[cH:13][cH:14]1. Starting materials: CO (MeOH), [H-].[Na+] (NaH), C(C1=CC=CC=C1)OCC(CO)O ((±)-3-benzyloxy-1,2-propanediol), C1CCOC1 (THF), IC (iodomethane). Run at time 30 minute. The product is COC(COCC1=CC=CC=C1)COC ((2,3-dimethoxy-propoxymethyl)-benzene). As a reaction SMILES: [H-].[Na+].[CH2:3]([O:10][CH2:11][CH:12](O)[CH2:13][OH:14])[C:4]1[CH:9]=[CH:8][CH:7]=[CH:6][CH:5]=1.IC.[CH3:18][OH:19].[CH2:20]1COCC1>>[CH3:18][O:19][CH:12]([CH2:13][O:14][CH3:20])[CH2:11][O:10][CH2:3][C:4]1[CH:5]=[CH:6][CH:7]=[CH:8][CH:9]=1 |f:0.1|. Reported procedure: NaH (384 mg) was added to a solution of (±)-3-benzyloxy-1,2-propanediol (0.659 ml) in THF (15 ml). The mixture was stirred for 30 min at RT and iodomethane (0.606 ml) was added. The reaction mixture was stirred on at RT. MeOH was added, then water and the mixture was extracted with DCM. The org. phases were dried (Na2SO4) and evaporated off to afford 841 mg of the desired compound.